Dataset: the Open Reaction Database (ORD), a public repository of structured organic reaction records. Task: describe an organic reaction: reactants, conditions, products, and yield The reactants are P(=O)([O-])([O-])[O-].[K+].[K+].[K+] (potassium phosphate), BrC=1C=C2N(N=CC(=C2N[C@@H]2CN(C[C@@H]2CC)C(=O)OCC2=CC=CC=C2)C(N)=O)C1 ((3S,4S)-benzyl 3-((6-bromo-3-carbamoylpyrrolo[1,2-b]pyridazin-4-yl)amino)-4-ethylpyrrolidine-1-carboxylate), O=C1N(C(C2=CC=CC=C12)=O)CC1=CC=C(C=N1)B(O)O ((6-((1,3-dioxoisoindolin-2-yl)methyl)pyridin-3-yl)boronic acid), BrC=1C=C2N(N=CC(=C2Cl)C(=O)N)C1 (6-bromo-4-chloropyrrolo[1,2-b]pyridazine-3-carboxamide), N[C@@H]1CN(C[C@@H]1CC)C(=O)OCC1=CC=CC=C1 ((3S,4S)-benzyl 3-amino-4-ethylpyrrolidine-1-carboxylate). The reagents and catalysts are C1=CC=C(C=C1)P([C-]2C=CC=C2)C3=CC=CC=C3.C1=CC=C(C=C1)P([C-]2C=CC=C2)C3=CC=CC=C3.Cl[Pd]Cl.[Fe+2] (PdCl2(dppf)). The solvent is CC(=O)N(C)C (DMA). Reaction conditions: temperature 90 celsius, time 1 hour. Yields the product C(N)(=O)C1=C(C=2N(N=C1)C=C(C2)C=2C=NC(=CC2)CN2C(C1=CC=CC=C1C2=O)=O)N[C@@H]2CN(C[C@@H]2CC)C(=O)OCC2=CC=CC=C2 ((3S,4S)-benzyl 3-((3-carbamoyl-6-(6-((1,3-dioxoisoindolin-2-yl)methyl)pyridin-3-yl)pyrrolo[1,2-b]pyridazin-4-yl)amino)-4-ethylpyrrolidine-1-carboxylate). The yield is 44.7%. Reaction SMILES: Br[C:2]1[CH:3]=[C:4]2[C:9]([NH:10][C@H:11]3[C@@H:15]([CH2:16][CH3:17])[CH2:14][N:13]([C:18]([O:20][CH2:21][C:22]4[CH:27]=[CH:26][CH:25]=[CH:24][CH:23]=4)=[O:19])[CH2:12]3)=[C:8]([C:28](=[O:30])[NH2:29])[CH:7]=[N:6][N:5]2[CH:31]=1.BrC1C=C2C(Cl)=C(C(N)=O)C=NN2C=1.N[C@H]1[C@@H](CC)CN(C(OCC2C=CC=CC=2)=O)C1.[O:64]=[C:65]1[C:73]2[C:68](=[CH:69][CH:70]=[CH:71][CH:72]=2)[C:67](=[O:74])[N:66]1[CH2:75][C:76]1[N:81]=[CH:80][C:79](B(O)O)=[CH:78][CH:77]=1.P([O-])([O-])([O-])=O.[K+].[K+].[K+]>CC(N(C)C)=O.C1C=CC(P(C2C=CC=CC=2)[C-]2C=CC=C2)=CC=1.C1C=CC(P(C2C=CC=CC=2)[C-]2C=CC=C2)=CC=1.Cl[Pd]Cl.[Fe+2]>[C:28]([C:8]1[CH:7]=[N:6][N:5]2[CH:31]=[C:2]([C:79]3[CH:80]=[N:81][C:76]([CH2:75][N:66]4[C:65](=[O:64])[C:73]5[C:68](=[CH:69][CH:70]=[CH:71][CH:72]=5)[C:67]4=[O:74])=[CH:77][CH:78]=3)[CH:3]=[C:4]2[C:9]=1[NH:10][C@H:11]1[C@@H:15]([CH2:16][CH3:17])[CH2:14][N:13]([C:18]([O:20][CH2:21][C:22]2[CH:27]=[CH:26][CH:25]=[CH:24][CH:23]=2)=[O:19])[CH2:12]1)(=[O:30])[NH2:29] |f:4.5.6.7,9.10.11.12|. Procedure details: A mixture of 100 mg (0.206 mmol) of (3S,4S)-benzyl 3-((6-bromo-3-carbamoylpyrrolo[1,2-b]pyridazin-4-yl)amino)-4-ethylpyrrolidine-1-carboxylate (prepared by coupling Intermediate 2 and Intermediate 9 using the method described in Step 1 of Example 52), (6-((1,3-dioxoisoindolin-2-yl)methyl)pyridin-3-yl)boronic acid (174 mg, 0.617 mmol), potassium phosphate, tribasic, 2M (0.514 mL, 1.028 mmol) and PdCl2(dppf) (30.1 mg, 0.041 mmol) in DMA (2 mL) was stirred at 90° C. for 1 hr. After cooling to rt, t... The reactants are FC=1C(NC(NC1)=O)=O (5-fluorouracil), CC1=C(C(C(=C(N1)C)C(=O)OCCN2CCN(CC2)C(C3=CC=CC=C3)C4=CC=CC=C4)C5=CC(=CC=C5)[N+](=O)[O-])C(=O)OC.Cl.Cl (manidipine hydrochloride), CCC=1C=CC(=NC1)CCOC=2C=CC(=CC2)CC3C(=O)NC(=O)S3.Cl (pioglitazone hydrochloride), N1C(=O)NC(=O)C=C1 (uracil), CC1=C(C(=O)C2=C(C1=O)N3C[C@H]4[C@@H]([C@@]3([C@@H]2COC(=O)N)OC)N4)N (mitomycin). Product: C=1C=CC2=C(C1)C(=C(C(=O)O2)CC3=C(C=4C=CC=CC4OC3=O)O)O (Dicumarol). As a reaction SMILES: FC1C(=O)N[C:5](=[O:8])NC=1.N1[CH:17]=[CH:16][C:14](=[O:15])NC1=O.C[C:19]1[C:25](=O)[C:24]2N3[C@@](OC)([C@H](COC(N)=O)[C:23]=2[C:21](=[O:22])[C:20]=1N)[C@H]1N[C@H]1C3.CC1NC(C)=[C:46]([C:50]([O:52]CCN2CCN(C(C3C=CC=CC=3)C3C=CC=CC=3)CC2)=[O:51])[CH:45]([C:74]2[CH:79]=[CH:78][CH:77]=[C:76]([N+]([O-])=O)[CH:75]=2)C=1C(OC)=O.Cl.Cl.CCC1C=CC(CC[O:99]C2C=CC(CC3SC(=O)NC3=O)=CC=2)=NC=1.Cl>>[CH:25]1[CH:24]=[CH:23][C:21]2[O:22][C:5](=[O:8])[C:16]([CH2:17][C:46]3[C:50](=[O:51])[O:52][C:79]4[CH:78]=[CH:77][CH:76]=[CH:75][C:74]=4[C:45]=3[OH:99])=[C:14]([OH:15])[C:20]=2[CH:19]=1 |f:3.4.5,6.7|. Reported procedure: 5-fluorouracil, uracil, mitomycin, manidipine hydrochloride and pioglitazone hydrochloride The reactants are [BH3-]C#N, CC(=O)O, CO, [Na+], CCCN(CCC)CCc1ccc(OCc2ccc(CNCc3ncc[nH]3)cc2)cc1, O=Cc1ncc[nH]1. Product: CCCN(CCC)CCc1ccc(OCc2ccc(CN(Cc3ncc[nH]3)Cc3ncc[nH]3)cc2)cc1. RXN SMILES: [C:32]([BH3-:33])#[N:34].[CH3:36][C:37](=[O:38])[OH:39].[CH3:47][OH:48].[Na+:35].[nH:1]1[c:2]([CH2:6][NH:7][CH2:8][c:9]2[cH:10][cH:11][c:12]([CH2:13][O:14][c:15]3[cH:16][cH:17][c:18]([CH2:21][CH2:22][N:23]([CH2:24][CH2:25][CH3:26])[CH2:27][CH2:28][CH3:29])[cH:19][cH:20]3)[cH:30][cH:31]2)[n:3][cH:4][cH:5]1.[nH:40]1[c:41]([CH:45]=[O:46])[n:42][cH:43][cH:44]1>>[nH:1]1[c:2]([CH2:6][N:7]([CH2:8][c:9]2[cH:10][cH:11][c:12]([CH2:13][O:14][c:15]3[cH:16][cH:17][c:18]([CH2:21][CH2:22][N:23]([CH2:24][CH2:25][CH3:26])[CH2:27][CH2:28][CH3:29])[cH:19][cH:20]3)[cH:30][cH:31]2)[CH2:45][c:41]2[nH:40][cH:44][cH:43][n:42]2)[n:3][cH:4][cH:5]1. Reactants: OCC(O)CO (glycerine), C(C)(=O)OCC (ethyl acetate), O (water), O1CCOCC1 (1,4-dioxane), C(C=C)(=O)Cl (acrylic chloride). The reagents and catalysts are C(C)N(CC)CC (triethylamine). Reaction conditions: temperature 50 celsius. The product is C(C=C)(=O)OCC(O)COC(C=C)=O (glycerol-1,3-diacrylate). Reaction SMILES: [OH:1][CH2:2][CH:3]([CH2:5][OH:6])[OH:4].[O:7]1[CH2:12][CH2:11]OCC1.[C:13](Cl)(=[O:16])[CH:14]=[CH2:15].O.[C:19](OCC)(=O)C>C(N(CC)CC)C>[C:13]([O:1][CH2:2][CH:3]([CH2:5][O:6][C:12](=[O:7])[CH:11]=[CH2:19])[OH:4])(=[O:16])[CH:14]=[CH2:15]. Procedure details: 4.6 g of glycerine was dissolved in 50 g of ethyl acetate, to which several drops of triethylamine was added while agitating. Thereafter, a 1,4-dioxane solution of 10 g of acrylic chloride was dropped into the solution, followed by agitating at room temperature for further 2 hours and further agitating for 1 hour after raising the temperature up to 50° C. The reaction solution was discharged and admixed with water, followed by shaking, removing water-soluble components from the system and distil... Starting materials: NC=1SC(=C(N1)CSCCNC(=O)OC(C)(C)C)SC#N (2-amino-4-(2-t-butyloxycarbonylaminoethylthiomethyl)-5-thiocyanato-1,3-thiazole), [BH4-].[Na+] (sodium borohydride), O (water). Run in CO (methanol). Conditions: time 1 hour. Yields the product NC=1SC(=C(N1)CSCCNC(=O)OC(C)(C)C)S (2-Amino-4-(2-t-butyloxycarbonylaminoethylthiomethyl)-5-mercapto-1,3-thiazole). Yield: 65.3%. Reaction SMILES: [NH2:1][C:2]1[S:3][C:4]([S:19]C#N)=[C:5]([CH2:7][S:8][CH2:9][CH2:10][NH:11][C:12]([O:14][C:15]([CH3:18])([CH3:17])[CH3:16])=[O:13])[N:6]=1.[BH4-].[Na+].O>CO>[NH2:1][C:2]1[S:3][C:4]([SH:19])=[C:5]([CH2:7][S:8][CH2:9][CH2:10][NH:11][C:12]([O:14][C:15]([CH3:17])([CH3:16])[CH3:18])=[O:13])[N:6]=1 |f:1.2|. Procedure: To a stirred solution of 2-amino-4-(2-t-butyloxycarbonylaminoethylthiomethyl)-5-thiocyanato-1,3-thiazole (2.83 g, 8.19 mmol) in methanol (30 mL) at room temperature was added sodium borohydride under nitrogen (0.93 g, 24.6 mol) and stirring was continued for 1 hour. After addition of water, stirring was continued until gas evolution subsided and the aqueous solution was washed with methylene chloride to remove impurities. Aqueous thiolate solution was neutralized with dilute hydrochloric acid an... Starting materials: CC(C)(C)C(=O)Cl, CCOC(C)=O, CCCC(C)C, O=c1[nH]c2nccnc2c(O)c1-c1c(F)ccc(F)c1Cl, ClCCl, O, c1ccncc1. Product: CC(C)(C)C(=O)Oc1c(-c2c(F)ccc(F)c2Cl)c(=O)[nH]c2nccnc12. As a reaction SMILES: [CH3:22][C:23]([C:24](=[O:25])[Cl:26])([CH3:27])[CH3:28].[CH3:38][CH2:39][O:40][C:41](=[O:42])[CH3:43].[CH3:45][CH2:46][CH2:47][CH:48]([CH3:49])[CH3:50].[Cl:1][c:2]1[c:3](-[c:10]2[c:11]([OH:21])[c:12]3[c:13]([n:14][cH:15][cH:16][n:17]3)[nH:18][c:19]2=[O:20])[c:4]([F:9])[cH:5][cH:6][c:7]1[F:8].[Cl:35][CH2:36][Cl:37].[OH2:44].[cH:29]1[cH:30][cH:31][n:32][cH:33][cH:34]1>>[Cl:1][c:2]1[c:3](-[c:10]2[c:11]([O:21][C:24]([C:23]([CH3:22])([CH3:27])[CH3:28])=[O:25])[c:12]3[c:13]([n:14][cH:15][cH:16][n:17]3)[nH:18][c:19]2=[O:20])[c:4]([F:9])[cH:5][cH:6][c:7]1[F:8]. Starting materials: FC(C1=NC(=NC=C1)N1CCC(CC1)CNC(=O)C1=CC=C(C(=O)O)C=C1)(F)F (4-{[({1-[4-(trifluoromethyl)pyrimidin-2-yl]piperidin-4-yl}methyl)amino]carbonyl}benzoic acid), CN(C=O)C (dimethylformamide), carboxylic acid, FC(C1=NC(=NC=C1)N1CCC(CC1)CNC(=O)C1=CC=C(C(=O)O)C=C1)(F)F (4-{[({1-[4-(trifluoromethyl)pyrimidin-2-yl]piperidin-4-yl}methyl)amino]carbonyl}benzoic acid), C(C(=O)Cl)(=O)Cl (oxalyl chloride). Solvent: ClCCl (dichloromethane). Conditions: temperature 80 celsius, time 15 minute. The product is C(#N)C=1C=C(C2=C(N=C(O2)C2=CC=C(C(=O)NCC3CCN(CC3)C3=NC=CC(=N3)C(F)(F)F)C=C2)C1)C1=C(C=CC=C1)F (4-[5-Cyano-7-(2-fluorophenyl)-1,3-benzoxazol-2-yl]-N-({1-[4-(trifluoromethyl)pyrimidin-2-yl]piperidin-4-yl}methyl)benzamide). Isolated yield 14.0%. Reaction SMILES: [F:1][C:2]([F:29])([F:28])[C:3]1[CH:8]=[CH:7][N:6]=[C:5]([N:9]2[CH2:14][CH2:13][CH:12]([CH2:15][NH:16][C:17]([C:19]3[CH:27]=[CH:26][C:22]([C:23](O)=[O:24])=[CH:21][CH:20]=3)=[O:18])[CH2:11][CH2:10]2)[N:4]=1.[C:30](Cl)(=O)[C:31](Cl)=O.C[N:37]([CH3:40])C=O>ClCCl>[C:17]([C:19]1[CH:20]=[C:21]([C:31]2[CH:30]=[CH:7][CH:8]=[CH:3][C:2]=2[F:1])[C:22]2[O:24][C:23]([C:22]3[CH:26]=[CH:27][C:19]([C:17]([NH:16][CH2:15][CH:12]4[CH2:11][CH2:10][N:9]([C:5]5[N:4]=[C:3]([C:2]([F:29])([F:28])[F:1])[CH:8]=[CH:7][N:6]=5)[CH2:14][CH2:13]4)=[O:18])=[CH:20][CH:21]=3)=[N:37][C:40]=2[CH:27]=1)#[N:16]. Reported procedure: To of 4-{[({1-[4-(trifluoromethyl)pyrimidin-2-yl]piperidin-4-yl}methyl)amino]carbonyl}benzoic acid (INTERMEDIATE 25, 100 mg) in 4 ml of dichloromethane was slowly added oxalyl chloride (600 μl, 2M in dichloromethane) followed by dimethylformamide (10 □l). The mixture was stirred for 15 min to completely dissolve the carboxylic acid. The solution was then concentrated in vacuo and redissolved in 35 ml of dioxane. To the resultant acyl chloride was added 5-amino-2′-fluoro-6-hydroxybiphenyl-3-carbo...